This data is from the Open Reaction Database (ORD), a public repository of structured organic reaction records. The task is: describe an organic reaction: reactants, conditions, products, and yield Starting materials: ClC1=CC2=C(NC3=C(N=C2N2C[C@@H](NCC2)CCOC)C=CC=C3)C=C1 ((S)-2-chloro-11-[3-(2-methoxy-ethyl)-piperazin-1-yl]-5H-dibenzo[b,e][1,4]diazepine), C([O-])(O)=O.[Na+] (sodium bicarbonate), C=O (formaldehyde), C(C)(=O)O[BH-](OC(C)=O)OC(C)=O.[Na+] (sodium triacetoxy borohydride). Solvent: ClCCCl (1,2-dichloroethane). Run at time 10 minute. Yields the product Cl.Cl.ClC1=CC2=C(NC3=C(N=C2N2C[C@@H](N(CC2)C)CCOC)C=CC=C3)C=C1 ((S)-2-Chloro-11-[3-(2-methoxy-ethyl)-4-methyl-piperazin-1-yl]-5H-dibenzo[b,e][1,4]diazepine dihydrochloride). Yield: 252.8%. As a reaction SMILES: [Cl:1][C:2]1[CH:26]=[CH:25][C:5]2[NH:6][C:7]3[CH:24]=[CH:23][CH:22]=[CH:21][C:8]=3[N:9]=[C:10]([N:11]3[CH2:16][CH2:15][NH:14][C@@H:13]([CH2:17][CH2:18][O:19][CH3:20])[CH2:12]3)[C:4]=2[CH:3]=1.C=O.[C:29](O[BH-](OC(=O)C)OC(=O)C)(=O)C.[Na+].C(=O)(O)[O-].[Na+]>ClCCCl>[ClH:1].[ClH:1].[Cl:1][C:2]1[CH:26]=[CH:25][C:5]2[NH:6][C:7]3[CH:24]=[CH:23][CH:22]=[CH:21][C:8]=3[N:9]=[C:10]([N:11]3[CH2:16][CH2:15][N:14]([CH3:29])[C@@H:13]([CH2:17][CH2:18][O:19][CH3:20])[CH2:12]3)[C:4]=2[CH:3]=1 |f:2.3,4.5,7.8.9|. Procedure details: Combine (S)-2-chloro-11-[3-(2-methoxy-ethyl)-piperazin-1-yl]-5H-dibenzo[b,e][1,4]diazepine (0.474 g, 1.27 mmol) and 37% formaldehyde solution (0.1 mL, 1.34 mmol) in 1,2-dichloroethane (20 mL). Stir for 10 minutes and add sodium triacetoxy borohydride (0.542 g, 2.55 mmol). Stir an additional 30 minutes and then pour solution onto saturated sodium bicarbonate solution. Extract with methylene chloride to give 0.555 g of the crude product. Silica gel chromatography, eluting with methylene chloride:m... Starting materials: Cl.Cl.Cl.CN1CC(NCC1)CN1CCCC1 (1-methyl-3-(pyrrolidin-1-ylmethyl)piperazine trihydrochloride), ClC=1C=C(C=CC1Cl)CC(=O)Cl (3,4-dichlorophenylacetyl chloride). The product is Cl.Cl.ClC=1C=C(C=CC1Cl)CC(=O)N1C(CN(CC1)C)CN1CCCC1 (1-(3,4-dichlorophenylacetyl)-4 methyl-2-(pyrrolidin-1-ylmethyl)piperazine dihydrochloride). Isolated yield 127.3%. RXN SMILES: [ClH:1].Cl.Cl.[CH3:4][N:5]1[CH2:10][CH2:9][NH:8][CH:7]([CH2:11][N:12]2[CH2:16][CH2:15][CH2:14][CH2:13]2)[CH2:6]1.[Cl:17][C:18]1[CH:19]=[C:20]([CH2:25][C:26](Cl)=[O:27])[CH:21]=[CH:22][C:23]=1[Cl:24]>>[ClH:17].[ClH:1].[Cl:17][C:18]1[CH:19]=[C:20]([CH2:25][C:26]([N:8]2[CH2:9][CH2:10][N:5]([CH3:4])[CH2:6][CH:7]2[CH2:11][N:12]2[CH2:16][CH2:15][CH2:14][CH2:13]2)=[O:27])[CH:21]=[CH:22][C:23]=1[Cl:24] |f:0.1.2.3,5.6.7|. Procedure details: The procedure described in Example 17. but using 1.0 g of 1-methyl-3-(pyrrolidin-1-ylmethyl)piperazine trihydrochloride, 2.1 ml of tciethylamine and 0.8 g of 3,4-dichlorophenylacetyl chloride, to afford 1.01 g of the title compound, melting at 223°-227° C. (dec.). Reactants: [OH-].[Na+] (NaOH), C(C)(=O)N1C=C(C=C1C1=CC=C(C=C1)Cl)OC(C)=O (N-Acetyl-3-acetoxy-5-(p-chlorophenyl)pyrrole), N#N (N2), C(CC(O)(C(=O)O)CC(=O)O)(=O)O (citric acid). The solvent is O (H2O), O (H2O), CO (methanol). Run at temperature -8 celsius, time 0.5 hour. Product: OC1=CNC(=C1)C1=CC=C(C=C1)Cl (3-Hydroxy-5-(p-chlorophenyl)pyrrole). As a reaction SMILES: C([N:4]1[C:8]([C:9]2[CH:14]=[CH:13][C:12]([Cl:15])=[CH:11][CH:10]=2)=[CH:7][C:6]([O:16]C(=O)C)=[CH:5]1)(=O)C.N#N.[OH-].[Na+].C(O)(=O)CC(CC(O)=O)(C(O)=O)O>CO.O>[OH:16][C:6]1[CH:7]=[C:8]([C:9]2[CH:10]=[CH:11][C:12]([Cl:15])=[CH:13][CH:14]=2)[NH:4][CH:5]=1 |f:2.3|. Procedure details: A sample of N-acetyl-3-acetoxyl-5-p-chlorophenylpyrrole (16) (2.8 g; 0.01 mol) was deoxygenated for ten minutes with a stream of N2. The solids were then dissolved in deoxygenated methanol (30 mL) which was then chilled to -8° C. At once was added a cold deoxygenated solution of NaOH (1.6 g; 0.04 mol) in 20 mL H2O, which solution was then heated briefly to 15° C. and then immediately cooled to -5° C.; after 25 minutes the clear solution was treated with a cold deoxygenated solution of citric aci... Reactants: N([C@@H](CC1=CC=CC=C1)C(=O)NCC(=O)N[C@@H](CC(C)C)C(=O)O)C(=O)OCC1=CC=CC=C1 (Z-Phe-Gly-Leu-OH), N[C@@H](CC(C)C)C(=O)C.Br (H-LeuCH3.HBr), N([C@@H](CC1=CC=CC=C1)C(=O)NCC(=O)N[C@@H](C)C(=O)N[C@@H](CC(C)C)C(=O)C)C(=O)OCC1=CC=CC=C1 (Z-Phe-Gly-Ala-LeuCH3). Product: N([C@@H](CC1=CC=CC=C1)C(=O)NCC(=O)N[C@@H](CC(C)C)C(=O)N[C@@H](CC(C)C)C(=O)C)C(=O)OCC1=CC=CC=C1 (Z-Phe-Gly-Leu-LeuCH3). RXN SMILES: [NH:1]([C:25]([O:27][CH2:28][C:29]1[CH:34]=[CH:33][CH:32]=[CH:31][CH:30]=1)=[O:26])[C@H:2]([C:10]([NH:12][CH2:13][C:14]([NH:16][C@H:17]([C:22](O)=[O:23])[CH2:18][CH:19]([CH3:21])[CH3:20])=[O:15])=[O:11])[CH2:3][C:4]1[CH:9]=[CH:8][CH:7]=[CH:6][CH:5]=1.[NH2:35][C@H:36]([C:41]([CH3:43])=[O:42])[CH2:37][CH:38]([CH3:40])[CH3:39].Br.N(C(OCC1C=CC=CC=1)=O)[C@H](C(NCC(N[C@H](C(N[C@H](C(C)=O)CC(C)C)=O)C)=O)=O)CC1C=CC=CC=1>>[NH:1]([C:25]([O:27][CH2:28][C:29]1[CH:30]=[CH:31][CH:32]=[CH:33][CH:34]=1)=[O:26])[C@H:2]([C:10]([NH:12][CH2:13][C:14]([NH:16][C@H:17]([C:22]([NH:35][C@H:36]([C:41]([CH3:43])=[O:42])[CH2:37][CH:38]([CH3:40])[CH3:39])=[O:23])[CH2:18][CH:19]([CH3:20])[CH3:21])=[O:15])=[O:11])[CH2:3][C:4]1[CH:5]=[CH:6][CH:7]=[CH:8][CH:9]=1 |f:1.2|. Procedure details: Z-Phe-Gly-Leu-LeuCH3 was prepared by coupling Z-Phe-Gly-Leu-OH (2.23 g. 4.76 mmol) to H-LeuCH3.HBr by a procedure substantially similar to that described for preparation of Z-Phe-Gly-Ala-LeuCH3, above. Product was recrystallized from ethyl acetate to yield 2.34 g of Z-Phe-Gly-Leu-LeuCH3 (m.p. 165.5°-166.5°). The reactants are C1(CC1)CN(C1=CC(=NC=N1)C(=O)O)CCC (6-[(cyclopropylmethyl)(propyl)amino]pyrimidine-4-carboxylic acid), C1(CC1)CN(C1=CC(=NC=N1)C(=O)O)CCC (6-[(cyclopropylmethyl)(propyl)amino]pyrimidine-4-carboxylic acid), N1C=CC=2C(=CC=CC12)N (1H-indol-4-amine), C(C)(C)NC(C)C (diisopropylamine), C(=O)(C(=O)Cl)Cl ((COCl)2), solution. Run in C(Cl)Cl (DCM), O (water), C(Cl)Cl (DCM), CN(C)C=O (DMF). Conditions: temperature 0 celsius, time 30 minute. Yields the product C1(CC1)CN(C1=CC(=NC=N1)C(=O)NC1=C2C=CNC2=CC=C1)CCC (6-[(cyclopropylmethyl)(propyl)amino]-N-1H-indol-4-ylpyrimidine-4-carboxamide). RXN SMILES: [CH:1]1([CH2:4][N:5]([CH2:15][CH2:16][CH3:17])[C:6]2[N:11]=[CH:10][N:9]=[C:8]([C:12]([OH:14])=O)[CH:7]=2)[CH2:3][CH2:2]1.C(Cl)(C(Cl)=O)=O.[NH:24]1[C:32]2[CH:31]=[CH:30][CH:29]=[C:28]([NH2:33])[C:27]=2[CH:26]=[CH:25]1.C(NC(C)C)(C)C>C(Cl)Cl.O.CN(C=O)C>[CH:1]1([CH2:4][N:5]([CH2:15][CH2:16][CH3:17])[C:6]2[N:11]=[CH:10][N:9]=[C:8]([C:12]([NH:33][C:28]3[CH:29]=[CH:30][CH:31]=[C:32]4[C:27]=3[CH:26]=[CH:25][NH:24]4)=[O:14])[CH:7]=2)[CH2:2][CH2:3]1. Procedure: A cooled (0° C.) solution of 6-((cyclopropylmethyl)(propyl)amino)pyrimidine-4-carboxylic acid (Intermediate 21, 0.23 g; 0.98 mmol) in DCM (5 ml) was treated with DMF (1 drop of a 10% solution in DCM) followed by (COCl)2 (0.1 ml; 1.15 mmol). After stirring at 0° C. for 30 minutes, the mixture was treated with 1H-indol-4-amine (Aldrich, 146 mg; 1.1 mmol) and diisopropylamine (0.5 ml; 2.9 mmol). After stirring overnight, water was added and the layers separated. The organic phase was passed through... The reactants are C=O (formaldehyde), C(#N)[BH3-].[Na+] (sodium cyanoborohydride), C(C1=CC=CC=C1)OC1=C(C=C2CCNC(C2=C1)C1(CCC1)C1=C(C=CC=C1)SC)OC (7-benzyloxy-6-methoxy-1-[1-(2-methylthiophenyl)cyclobutyl]-1,2,3,4-tetrahydroisoquinoline), Br (hydrobromic acid). The solvent is CO (methanol), CC(C)O (propan-2-ol). The product is C(C1=CC=CC=C1)OC1=C(C=C2CCN(C(C2=C1)C1(CCC1)C1=C(C=CC=C1)SC)C)OC (7-benzyloxy-6-methoxy-2-methyl-1-[1-(2-methylthiophenyl)cyclobutyl]-1,2,3,4-tetrahydroisoquinoline). RXN SMILES: [CH2:1]([O:8][C:9]1[CH:18]=[C:17]2[C:12]([CH2:13][CH2:14][NH:15][CH:16]2[C:19]2([C:23]3[CH:28]=[CH:27][CH:26]=[CH:25][C:24]=3[S:29][CH3:30])[CH2:22][CH2:21][CH2:20]2)=[CH:11][C:10]=1[O:31][CH3:32])[C:2]1[CH:7]=[CH:6][CH:5]=[CH:4][CH:3]=1.C=O.[C:35]([BH3-])#N.[Na+].Br>CC(O)C.CO>[CH2:1]([O:8][C:9]1[CH:18]=[C:17]2[C:12]([CH2:13][CH2:14][N:15]([CH3:35])[CH:16]2[C:19]2([C:23]3[CH:28]=[CH:27][CH:26]=[CH:25][C:24]=3[S:29][CH3:30])[CH2:20][CH2:21][CH2:22]2)=[CH:11][C:10]=1[O:31][CH3:32])[C:2]1[CH:7]=[CH:6][CH:5]=[CH:4][CH:3]=1 |f:2.3|. Reported procedure: A mixture of 7-benzyloxy-6-methoxy-1-[1-(2-methylthiophenyl)cyclobutyl]-1,2,3,4-tetrahydroisoquinoline. (1.89 g), 37% aqueous formaldehyde solution (3 ml), methanol (30 ml) and sodium cyanoborohydride (0.5 g) was stirred at ambient temperature for 24 hours. The mixture was poured onto water (100 ml) and extracted with dichloromethane (300 ml). The extract was washed with dilute aqueous ammonia solution to yield a residue which was dissolved in propan-2-ol and treated with 48% aqueous hydrobromic...